This data is from the Open Reaction Database (ORD), a public repository of structured organic reaction records. The task is: describe an organic reaction: reactants, conditions, products, and yield The reactants are O=C(CC(=O)[O-])CCCCCCC.[K+] (potassium 3-oxodecanoate), C(CC(O)(C(=O)O)CC(=O)O)(=O)O (citric acid), [OH-].[K+] (potassium hydroxide), O=C[C@H](O)[C@@H](O)[C@H](O)[C@H](O)CO (D-glucose), P(=O)(O)(O)[O-].[K+] (potassium dihydrogenphosphate), S(=O)(=O)([O-])[O-].[Mg+2] (magnesium sulfate). Run in O (water), O (water). The product is O[C@@H](CC(=O)O)CCCCCCC (3(R)-hydroxydecanoic acid). RXN SMILES: O=C[C@@H]([C@H]([C@@H]([C@@H](CO)O)O)O)O.P([O-])(O)(O)=O.[K+].S([O-])([O-])(=O)=O.[Mg+2].[O:25]=[C:26]([CH2:31][CH2:32][CH2:33][CH2:34][CH2:35][CH2:36][CH3:37])[CH2:27][C:28]([O-:30])=[O:29].[K+].[OH-].[K+].C(O)(=O)CC(CC(O)=O)(C(O)=O)O>O>[OH:25][C@H:26]([CH2:31][CH2:32][CH2:33][CH2:34][CH2:35][CH2:36][CH3:37])[CH2:27][C:28]([OH:30])=[O:29] |f:1.2,3.4,5.6,7.8|. Reported procedure: Baker's yeast (Saccharomyces cerevisiae, Malteserkors®, De danske Spritfabrikker, 640 g), D-glucose (720 g), potassium dihydrogenphosphate (1.6 g) and magnesium sulfate (0.8 g) in water (2 l) were stirred at room temperature for 30 minutes. A solution of the above potassium 3-oxodecanoate in water (1.5 l) was added. The mixture was stirred at ambient temperature and pH was kept between 6.0 and 6.5 by automatic titration with 1M potassium hydroxide or 1M citric acid. After 48 hours Celite® was ad...